describe an organic reaction: reactants, conditions, products, and yield From a dataset of the Open Reaction Database (ORD), a public repository of structured organic reaction records. Reactants: N(=[N+]=[N-])C(CN1N=CC=2C1=CC1=C(C=CCC12)C)C ((RS)-1-(2-azido-propyl)-7-methyl-1,4-dihydro-indeno[2,1-c]pyrazole), C(\C=C\C(=O)O)(=O)O (fumaric acid). The reagents and catalysts are [Pt]=O (platinum oxide). The solvent is C(C)O (ethanol), CO (methanol), C(C)OCC (diethyl ether). Run at time 15 hour. The product is C(\C=C\C(=O)O)(=O)O.CC1=C2C=C3N(N=CC3=C2CC=C1)CC(C)N ((RS)-2-(7-methyl-1,4-dihydroindeno[2,1-c]pyrazol-1-yl )-1-methyl-ethylamine fumarate). Isolated yield 86.6%. As a reaction SMILES: [N:1]([CH:4]([CH3:19])[CH2:5][N:6]1[C:10]2=[CH:11][C:12]3[C:17]([CH2:16][CH:15]=[CH:14][C:13]=3[CH3:18])=[C:9]2[CH:8]=[N:7]1)=[N+]=[N-].[C:20]([OH:27])(=[O:26])/[CH:21]=[CH:22]/[C:23]([OH:25])=[O:24]>C(O)C.C(OCC)C.CO.[Pt]=O>[C:20]([OH:27])(=[O:26])/[CH:21]=[CH:22]/[C:23]([OH:25])=[O:24].[CH3:18][C:13]1[CH:14]=[CH:15][CH2:16][C:17]2[C:12]=1[CH:11]=[C:10]1[C:9]=2[CH:8]=[N:7][N:6]1[CH2:5][CH:4]([NH2:1])[CH3:19] |f:6.7|. Procedure details: 1.38 g (5.45 mmol) of (RS)-1-(2-azido-propyl)-7-methyl-1,4-dihydro-indeno[2,1-c]pyrazole dissolved in 60 ml of anhydrous ethanol were hydrogenated over 140 mg of platinum oxide for 2 hours. The catalyst was subsequently filtered off, rinsed with ethanol and the solvent was removed in a vacuum. The colorless oil obtained was dissolved in 80 ml of anhydrous diethyl ether, filtered and treated while stirring with a solution of 633 mg (5.45 mmol) of fumaric acid in 10 ml of methanol. The mixture was... The reactants are C1=CC=CC2=NC=C3C=CC=CC3=C12 (phenanthridine), ClS(=O)(=O)O (chlorosulfonic acid). Run in ice. Run at temperature 10 celsius. The product is C1(=CC=CC2=NC=C3C=CC=CC3=C12)S(=O)(=O)O (Phenanthridinesulfonic acid). The yield is 49.7%. As a reaction SMILES: [CH:1]1[C:14]2[C:5](=[N:6][CH:7]=[C:8]3[C:13]=2[CH:12]=[CH:11][CH:10]=[CH:9]3)[CH:4]=[CH:3][CH:2]=1.Cl[S:16]([OH:19])(=[O:18])=[O:17]>>[C:1]1([S:16]([OH:19])(=[O:18])=[O:17])[C:14]2[C:5](=[N:6][CH:7]=[C:8]3[C:13]=2[CH:12]=[CH:11][CH:10]=[CH:9]3)[CH:4]=[CH:3][CH:2]=1. Procedure: Add phenanthridine (5 g, 28 mmol) in portions to chlorosulfonic acid (5.6 mL, 84 mmol) cooled to 10° C. over 20 minutes Heat the reaction mixture to reflux for 20 hours. Cool the now black reaction mixture to 0° C. and add cautiously to crushed ice (500 mL). Filter the solid and dry in vacuo to give the sulfonic acid (3.61 g) as an ivory colored solid consisting of a partially resolved 7:3 mixture of regioisomers. Rf=0.35 (major), 0.19 (minor (15:85 methanol:methylene chloride, 0.2% acetic acid ... Reactants: C(C=C)Br (Allyl bromide), C(C=C)C1(C(NC2=CC=CC=C12)=O)C(NC)CC=C (3-Allyl-3-[allyl(methyl)aminomethyl]-indolin-2-one), N1C(CC2=CC=CC=C12)=O (Oxindole), [O-]CC.[Na+] (sodium ethoxide), crude product, [H-].[Na+] (sodium hydride). Solvent: C(C)(=O)OCC (ethyl acetate), CN(C)C=O (DMF). Conditions: time 8 hour. The product is C(C=C)C1C(NC2=CC=CC=C12)=O (3-allyloxindole). RXN SMILES: [CH2:1]([C:4]1(C(CC=C)NC)[C:12]2[C:7](=[CH:8][CH:9]=[CH:10][CH:11]=2)[NH:6][C:5]1=[O:13])[CH:2]=[CH2:3].N1C2C(=CC=CC=2)CC1=O.[O-]CC.[Na+].[H-].[Na+].C(Br)C=C>CN(C=O)C.C(OCC)(=O)C>[CH2:1]([CH:4]1[C:12]2[C:7](=[CH:8][CH:9]=[CH:10][CH:11]=2)[NH:6][C:5]1=[O:13])[CH:2]=[CH2:3] |f:2.3,4.5|. Procedure details: 3-Allyl-3-[allyl(methyl)aminomethyl]-indolin-2-one. Oxindole was acylated with ethyl acetate in the presence of sodium ethoxide as described (Chem. Abstr. 1953, 47, p7488). The crude product (9.16 g; 52.3 mmol) was treated with sodium hydride (56 mmol) in DMF at ice bath temperature for 30 min. Allyl bromide (51 mmol) was added and the reaction mixture left at room temperature overnight. The crude product after workup was purified by SGC (EtOAc/isohexanes 1:2). The acetyl group was removed by tr... The reactants are CI, COc1nc([Si](C)(C)C)cc(C)c1C=O, ClC(Cl)(Cl)C(Cl)(Cl)Cl. The product is COc1nc([Si](C)(C)C)cc(Cl)c1C=O. RXN SMILES: [CH3:16][I:17].[CH3:1][O:2][c:3]1[n:4][c:5]([Si:12]([CH3:13])([CH3:14])[CH3:15])[cH:6][c:7]([CH3:11])[c:8]1[CH:9]=[O:10].[Cl:18][C:19]([C:20]([Cl:21])([Cl:22])[Cl:23])([Cl:24])[Cl:25]>>[CH3:1][O:2][c:3]1[n:4][c:5]([Si:12]([CH3:13])([CH3:14])[CH3:15])[cH:6][c:7]([Cl:18])[c:8]1[CH:9]=[O:10]. Starting materials: ClC1=NC=CC2=C1C=C(S2)N2C(N(CC2)C=2C=NC=CC2C)=O (1-(4-Chloro-thieno[3,2-c]pyridin-2-yl)-3-(4-methyl-pyridin-3-yl)-imidazolidin-2-one). The reagents and catalysts are [Pd] (Pd-C). Solvent: CO (MeOH), CO (methanol), C(Cl)(Cl)Cl (CHCl3). Reaction conditions: time 12 hour. Yields the product CC1=C(C=NC=C1)N1C(N(CC1)C1=CC=2C=NC=CC2S1)=O (1-(4-Methyl-pyridin-3-yl)-3-thieno[3,2-c]pyridin-2-yl-imidazolidin-2-one). The yield is 13.9%. As a reaction SMILES: Cl[C:2]1[C:7]2[CH:8]=[C:9]([N:11]3[CH2:15][CH2:14][N:13]([C:16]4[CH:17]=[N:18][CH:19]=[CH:20][C:21]=4[CH3:22])[C:12]3=[O:23])[S:10][C:6]=2[CH:5]=[CH:4][N:3]=1>CO.C(Cl)(Cl)Cl.[Pd]>[CH3:22][C:21]1[CH:20]=[CH:19][N:18]=[CH:17][C:16]=1[N:13]1[CH2:14][CH2:15][N:11]([C:9]2[S:10][C:6]3[CH:5]=[CH:4][N:3]=[CH:2][C:7]=3[CH:8]=2)[C:12]1=[O:23]. Procedure: 10% Pd-C (10 mg) was added to a solution of 1-(4-chloro-thieno[3,2-c]pyridin-2-yl)-3-(4-methyl-pyridin-3-yl)-imidazolidin-2-one (98A: 80 mg, 0.232 mmol) in methanol (10 mL) under nitrogen atmosphere. The resulting mixture was hydrogenated at 30 PSI (2.04 atm) for 12 hours at room temperature. The reaction was monitored by TLC (10% MeOH in CHCl3). The reaction mixture was filtered through celite bed, washed with methanol and the filtrate was concentrated under reduced pressure to afford the crude... The reactants are C1(CC1)N(CC)CC1=C(C=C(C=C1)C#CC1=CC=C(C(=O)OCC)C=C1)C(C)C (ethyl 4-{4-[(cyclopropyl-ethyl-amino)-methyl]-3-isopropyl-phenylethynyl}-benzoate), C1(CC1)N(CC)CC1=C(C=C(C=C1)C#CC1=CC=C(C(=O)OCC)C=C1)C(C)C (ethyl 4-{4-[(cyclopropyl-ethyl-amino)-methyl]-3-isopropyl-phenylethynyl}-benzoate), [OH-].[Na+] (NaOH), aqueous solution, C(C)O (ethanol). The solvent is O1CCCC1 (tetrahydrofuran). Run at time 8 hour. Yields the product C1(CC1)N(CC)CC1=C(C=CC=C1C(C)C)C#CC1=CC=C(C(=O)O)C=C1 (4-{-[(Cyclopropyl-ethyl-amino)-methyl]-3-isopropyl-phenylethynyl}-benzoic acid). Isolated yield 72.0%. As a reaction SMILES: [CH:1]1([N:4]([CH2:7][C:8]2[CH:13]=[CH:12][C:11](C#CC3C=CC(C(OCC)=O)=CC=3)=[CH:10][C:9]=2[CH:27]([CH3:29])[CH3:28])[CH2:5][CH3:6])[CH2:3][CH2:2]1.[OH-:30].[Na+].[CH2:32]([OH:34])[CH3:33]>O1CCCC1>[CH:1]1([N:4]([CH2:7][C:8]2[C:9]([CH:27]([CH3:29])[CH3:28])=[CH:10][CH:11]=[CH:12][C:13]=2[C:28]#[C:27][C:9]2[CH:10]=[CH:11][C:33]([C:32]([OH:30])=[O:34])=[CH:7][CH:8]=2)[CH2:5][CH3:6])[CH2:2][CH2:3]1 |f:1.2|. Reported procedure: Using General Procedure I; a solution of ethyl 4-{4-[(cyclopropyl-ethyl-amino)-methyl]-3-isopropyl-phenylethynyl}-benzoate (Compound 133, 68.0 mg, 0.17 mmol) in ethanol (3 mL) and tetrahydrofuran (3 mL) was treated with NaOH (600.0 mg, 15.0 mmols, 3.0 mL of a 5N aqueous solution) and stirred overnight at room temperature and then at 55° C. for 9 hours. Work-up followed by crystallization of the solid residue from hot CH3CN afforded 45.0 mg (72%) of the title compound as a pale-yellow solid.